From a dataset of the Open Reaction Database (ORD), a public repository of structured organic reaction records. describe an organic reaction: reactants, conditions, products, and yield Starting materials: C(C1=CC=CC=C1)OC1C(C2(CCC1)OCCO2)(CCCC(CO)C)C (3-benzyloxy-1,1-ethylenedioxy-2-methyl-2-(4'-methyl-5'-hydroxypentyl)-cyclohexane), CC(=O)C (acetone), S(O)(O)(=O)=O (sulfuric acid). Run in O (water). The product is C(C1=CC=CC=C1)OC1C(C(CCC1)=O)(CCCC(CO)C)C (3-benzyloxy-2-methyl-2-(4'-methyl-5'-hydroxypentyl)-cyclohexanone). Isolated yield 99.8%. RXN SMILES: [CH2:1]([O:8][CH:9]1[CH2:14][CH2:13][CH2:12][C:11]2(OCC[O:15]2)[C:10]1([CH3:26])[CH2:19][CH2:20][CH2:21][CH:22]([CH3:25])[CH2:23][OH:24])[C:2]1[CH:7]=[CH:6][CH:5]=[CH:4][CH:3]=1.CC(C)=O.S(=O)(=O)(O)O>O>[CH2:1]([O:8][CH:9]1[CH2:14][CH2:13][CH2:12][C:11](=[O:15])[C:10]1([CH3:26])[CH2:19][CH2:20][CH2:21][CH:22]([CH3:25])[CH2:23][OH:24])[C:2]1[CH:3]=[CH:4][CH:5]=[CH:6][CH:7]=1. Procedure: A mixture of (2S*, 3R*)-3-benzyloxy-1,1-ethylenedioxy-2-methyl-2-(4'-methyl-5'-hydroxypentyl)-cyclohexane (13.9 g, 0.0384 mol), acetone (150 ml), water (20 ml) and 0.002 N sulfuric acid (50 ml) is refluxed for 18 hours under a nitrogen atmosphere. The reaction mixture is cooled, the acetone evaporated under reduced pressure and the aqueous layer extracted with ether (3×500 ml). The combined organic layers are washed with saturated sodium bicarbonate (100 ml), saturated sodium chloride (2×200 ml)...